Task: describe an organic reaction: reactants, conditions, products, and yield. Dataset: the Open Reaction Database (ORD), a public repository of structured organic reaction records Reactants: Cl.C(C)N(CCN(C(=O)C1=C(C=2C(N(C=3C=CC=CC3C2S1)CC1=CC=C(C=C1)OC)=O)OC)C)CC (N-[2-(diethylamino)ethyl]-3-methoxy-5-(4-methoxybenzyl)-N-methyl-4-oxo-4,5-dihydrothieno[3,2-c] quinoline-2-carboxamide hydrochloride), FC(C(=O)O)(F)F (trifluoroacetic acid), FC(S(=O)(=O)O)(F)F (trifluoromethanesulfonic acid). Reaction conditions: temperature 80 celsius, time 2.5 hour. The product is C(C)N(CCN(C(=O)C1=C(C=2C(NC=3C=CC=CC3C2S1)=O)OC)C)CC (N-[2-(diethylamino)ethyl]-3-methoxy-N-methyl-4-oxo-4,5-dihydrothieno[3,2-c]quinoline-2-carboxamide). Isolated yield 0.0%. As a reaction SMILES: Cl.[CH2:2]([N:4]([CH2:36][CH3:37])[CH2:5][CH2:6][N:7]([CH3:35])[C:8]([C:10]1[S:22][C:21]2[C:20]3[CH:19]=[CH:18][CH:17]=[CH:16][C:15]=3[N:14](CC3C=CC(OC)=CC=3)[C:13](=[O:32])[C:12]=2[C:11]=1[O:33][CH3:34])=[O:9])[CH3:3].FC(F)(F)C(O)=O.FC(F)(F)S(O)(=O)=O>>[CH2:36]([N:4]([CH2:2][CH3:3])[CH2:5][CH2:6][N:7]([CH3:35])[C:8]([C:10]1[S:22][C:21]2[C:20]3[CH:19]=[CH:18][CH:17]=[CH:16][C:15]=3[NH:14][C:13](=[O:32])[C:12]=2[C:11]=1[O:33][CH3:34])=[O:9])[CH3:37] |f:0.1|. Procedure: A mixture of the compound of Example 48 (4.10 g, 8.08 mol), trifluoroacetic acid (34 mL) and trifluoromethanesulfonic acid (6.6 mL) was stirred at room temperature for 5 hr and at 80° C. for 2.5 hr. After cooling, the reaction mixture was concentrated under reduced pressure, and ethyl acetate and 1N aqueous sodium hydroxide solution were added to the residue. The mixture was extracted with ethyl acetate and the extract was washed successively with water and brine, dried over magnesium sulfate, a...